Task: describe an organic reaction: reactants, conditions, products, and yield. Dataset: the Open Reaction Database (ORD), a public repository of structured organic reaction records Reactants: C(#N)C1=CC=C(CBr)C=C1 (4-Cyanobenzyl bromide), P(OCC)(OCC)OCC (triethyl phosphite), C(C1=CC=CC=C1)N1C(CCCC1)=O (N-benzylpiperidone), [OH-].[K+] (potassium hydroxide). The solvent is C1(=CC=CC=C1)C (toluene), C(C)O (ethanol), O (water), O (water). Run at temperature 60 celsius. The product is C(C1=CC=CC=C1)N1CCC(CC1)=CC1=CC=C(C(=O)N)C=C1 (4-(1-benzylpiperidin-4-ylidenemethyl)benzamide). Isolated yield 43.1%. RXN SMILES: [C:1]([C:3]1[CH:10]=[CH:9][C:6]([CH2:7]Br)=[CH:5][CH:4]=1)#[N:2].P(OCC)(OCC)[O:12]CC.[CH2:21]([N:28]1[CH2:33][CH2:32][CH2:31][CH2:30][C:29]1=O)[C:22]1[CH:27]=[CH:26][CH:25]=[CH:24][CH:23]=1.[OH-].[K+]>O.C(O)C.C1(C)C=CC=CC=1>[CH2:21]([N:28]1[CH2:33][CH2:32][C:31](=[CH:7][C:6]2[CH:9]=[CH:10][C:3]([C:1]([NH2:2])=[O:12])=[CH:4][CH:5]=2)[CH2:30][CH2:29]1)[C:22]1[CH:27]=[CH:26][CH:25]=[CH:24][CH:23]=1 |f:3.4|. Reported procedure: 4-Cyanobenzyl bromide (4.90 g, 25.0 mmol), triethyl phosphite (4.77 mL, 27.5 mmol) and toluene (4.9 mL) were charged, and the mixture was stirred with heating under reflux for 3 hrs., while distilling away the solvent at normal pressure. The mixture was allowed to return to room temperature, and concentrated under reduced pressure to give a colorless transparent oil which solidified by standing. N-benzylpiperidone (4.73 g, 25.0 mmol), ethanol (35 mL), water (451 mg, 25.0 mmol) and potassium hydr... The reactants are BrC=1C=C(C(N(C1)C)=O)NC1=CC=CC(=N1)OC[C@H](C)NC(C=C)=O ((S)—N-(1-(6-(5-bromo-1-methyl-2-oxo-1,2-dihydropyridin-3-ylamino)pyridin-2-yloxy)propan-2-yl)acrylamide), C(C)(=O)OCC1=C(C=C(C=C1B1OC(C(O1)(C)C)(C)C)F)N1N=CC=2C=3CCCCC3SC2C1=O ((4-fluoro-2-{6-oxo-8-thia-4,5-diazatricyclo[7.4.0.02,7]trideca-1(9),2(7),3-triene-5-yl}-6-(tetra-methyl-1,3,2-dioxaborolan-2-yl)phenyl)methyl acetate), [O-]P(=O)([O-])[O-].[K+].[K+].[K+] (K3PO4). Reagents/catalysts: C1=CC=C(C=C1)P([C-]2C=CC=C2)C3=CC=CC=C3.C1=CC=C(C=C1)P([C-]2C=CC=C2)C3=CC=CC=C3.Cl[Pd]Cl.[Fe+2] (Pd(dppf)Cl2). The solvent is C(C)#N (acetonitrile), O (water). Run at temperature 85 celsius, time 4 hour. Yields the product FC=1C=C(C(=C(C1)C=1C=C(C(N(C1)C)=O)NC1=CC=CC(=N1)OC[C@H](C)NC(C=C)=O)COC(C)=O)N1N=CC2=C(C1=O)SC1=C2CCCC1 (N-[(1S)-2-[[6-[[5-[5-fluoro-2-(acetoxymethyl)-3-(4-oxo-6,7,8,9-tetrahydrobenzothiopheno[2,3-d]pyridazin-3-yl)phenyl]-1-methyl-2-oxo-3-pyridyl]amino]-2-pyridyl]oxy]-1-methyl-ethyl]prop-2-enamide). The yield is 27.1%. RXN SMILES: Br[C:2]1[CH:3]=[C:4]([NH:10][C:11]2[N:16]=[C:15]([O:17][CH2:18][C@@H:19]([NH:21][C:22](=[O:25])[CH:23]=[CH2:24])[CH3:20])[CH:14]=[CH:13][CH:12]=2)[C:5](=[O:9])[N:6]([CH3:8])[CH:7]=1.[C:26]([O:29][CH2:30][C:31]1[C:36](B2OC(C)(C)C(C)(C)O2)=[CH:35][C:34]([F:46])=[CH:33][C:32]=1[N:47]1[C:59](=[O:60])[C:58]2[S:57][C:56]3[CH2:55][CH2:54][CH2:53][CH2:52][C:51]=3[C:50]=2[CH:49]=[N:48]1)(=[O:28])[CH3:27].[O-]P([O-])([O-])=O.[K+].[K+].[K+]>C(#N)C.O.C1C=CC(P(C2C=CC=CC=2)[C-]2C=CC=C2)=CC=1.C1C=CC(P(C2C=CC=CC=2)[C-]2C=CC=C2)=CC=1.Cl[Pd]Cl.[Fe+2]>[F:46][C:34]1[CH:33]=[C:32]([N:47]2[C:59](=[O:60])[C:58]3[S:57][C:56]4[CH2:55][CH2:54][CH2:53][CH2:52][C:51]=4[C:50]=3[CH:49]=[N:48]2)[C:31]([CH2:30][O:29][C:26](=[O:28])[CH3:27])=[C:36]([C:2]2[CH:3]=[C:4]([NH:10][C:11]3[N:16]=[C:15]([O:17][CH2:18][C@@H:19]([NH:21][C:22](=[O:25])[CH:23]=[CH2:24])[CH3:20])[CH:14]=[CH:13][CH:12]=3)[C:5](=[O:9])[N:6]([CH3:8])[CH:7]=2)[CH:35]=1 |f:2.3.4.5,8.9.10.11|. Procedure details: A mixture of (S)—N-(1-(6-(5-bromo-1-methyl-2-oxo-1,2-dihydropyridin-3-ylamino)pyridin-2-yloxy)propan-2-yl)acrylamide 107d (150 mg, 0.37 mmol), 108c (200 mg, 0.40 mmol), Pd(dppf)Cl2(27 mg, 10 mol %) and K3PO4(235 mg, 1.11 mmol) in acetonitrile (20 mL) and water (5 ml) was stirred at 85° C. for 4 h under nitrogen. The reaction mixture was cooled to rt and concentrated. The residue was purified by prep-TLC (DCM/MeOH=30/1) to give 108d (70 mg crude) as yellow solid